The task is: describe an organic reaction: reactants, conditions, products, and yield. This data is from the Open Reaction Database (ORD), a public repository of structured organic reaction records. The reactants are C(C1=CC=CC=C1)OC(=O)N1[C@H](CCC1)C=CCO ((R)-1-(N-Benzyloxycarbonylpyrrolidin-2-yl)-3-hydroxypropene), BrC1=C(NC(C(F)(F)F)=O)C=CC(=C1)C#N (2-bromo-4-cyano-N-trifluoroacetylaniline). Product: C(C1=CC=CC=C1)OC(=O)N1[C@H](CCC1)C=CCN(C(C(F)(F)F)=O)C1=C(C=C(C=C1)C#N)Br ((R)-1-(N-Benzyloxycarbonylpyrrolidin-2-yl)-3-(N-(2-bromo-4-cyanophenyl)-N-trifluoroacetylamino)propene). RXN SMILES: [CH2:1]([O:8][C:9]([N:11]1[CH2:15][CH2:14][CH2:13][C@@H:12]1[CH:16]=[CH:17][CH2:18]O)=[O:10])[C:2]1[CH:7]=[CH:6][CH:5]=[CH:4][CH:3]=1.[Br:20][C:21]1[CH:33]=[C:32]([C:34]#[N:35])[CH:31]=[CH:30][C:22]=1[NH:23][C:24](=[O:29])[C:25]([F:28])([F:27])[F:26]>>[CH2:1]([O:8][C:9]([N:11]1[CH2:15][CH2:14][CH2:13][C@@H:12]1[CH:16]=[CH:17][CH2:18][N:23]([C:22]1[CH:30]=[CH:31][C:32]([C:34]#[N:35])=[CH:33][C:21]=1[Br:20])[C:24](=[O:29])[C:25]([F:26])([F:27])[F:28])=[O:10])[C:2]1[CH:3]=[CH:4][CH:5]=[CH:6][CH:7]=1. Procedure details: (R)-1-(N-Benzyloxycarbonylpyrrolidin-2-yl)-3-hydroxypropene and 2-bromo-4-cyano-N-trifluoroacetylaniline were used. Column chromatography using elution with a gradient of diethyl ether (5%-100%) in methylene chloride afforded the title compound as a clear, colorless oil: IR (CHCl3) 2231, 1702, 1157 cm-1 ; LRMS (m/z, relative intensity) 537 ([MH+ with 81Br], 13), 535 ([MH+ with 79Br], 13), 402 (29), 400 (30), 294 (55), 292 (57), 244 (80), 213 (89), 91 (100); Anal. calcd for C24BrF3H21N3O3 ·0.2 H2... Starting materials: solid, BrC=1SC(=CN1)Br (2,5-dibromothiazole), CCN(C(C)C)C(C)C (Hunigs base), O=C1CN(CCCN1)C(=O)OC(C)(C)C (tert-Butyl 3-oxo-1,4-diazepane-1-carboxylate), FC(C(=O)O)(F)F (trifluoroacetic acid). The solvent is CS(=O)C (DMSO), [Cl-].[Na+].O (brine), C(Cl)Cl (DCM). Reaction conditions: temperature 10 celsius, time 8 hour. The product is BrC1=CN=C(S1)N1CC(NCCC1)=O (4-(5-bromo-1,3-thiazol-2-yl)-1,4-diazepan-2-one). Isolated yield 35.7%. RXN SMILES: [O:1]=[C:2]1[NH:8][CH2:7][CH2:6][CH2:5][N:4]([C:9](OC(C)(C)C)=O)[CH2:3]1.FC(F)(F)C(O)=O.BrC1[S:25][C:26]([Br:29])=[CH:27][N:28]=1.CCN(C(C)C)C(C)C>C(Cl)Cl.CS(C)=O.[Cl-].[Na+].O>[Br:29][C:26]1[S:25][C:9]([N:4]2[CH2:5][CH2:6][CH2:7][NH:8][C:2](=[O:1])[CH2:3]2)=[N:28][CH:27]=1 |f:6.7.8|. Reported procedure: Into a 5000-mL 4-necked round-bottom flask was placed a solution of 2-ethoxy-2-oxoethanaminium chloride (500 g, 3.58 mol) in water (2000 mL). To the mixture were added sodium bicarbonate (301 g, 3.58 mol) in several batches and acrylonitrile (228 g, 4.30 mol). The resulting solution was stirred overnight at 60-70° C. The reaction mixture was cooled and extracted with 3×2000 mL of ethyl acetate. The organic layers were combined, dried over anhydrous sodium sulfate and concentrated under vacuum. T... The reactants are [O-]CC.[Na+] (sodium ethoxide), Cl.FC=1C=C(C=C(C1)F)C(NCCOC)=N (3,5-difluoro-N-(2-methoxyethyl)benzenecarboximidamide hydrochloride), Cl.FC=1C=C(C=C(C1)F)C(NCCOC)=N (3,5-difluoro-N-(2-methoxyethyl)benzenecarboximidamide hydrochloride), C(C)OC=C(C(=O)OCC)C(=O)OCC (diethyl ethoxymethylenemalonate). Solvent: C(C)O (ethanol). Yields the product FC=1C=C(C=C(C1)F)C=1N(C(C(=CN1)C(=O)OCC)=O)CCOC (ethyl 2-(3,5-difluorophenyl)-1,6-dihydro-1-(2-methoxyethyl)-6-oxo-5-pyrimidinecarboxyate). Reaction SMILES: Cl.[F:2][C:3]1[CH:4]=[C:5]([C:10](=[NH:16])[NH:11][CH2:12][CH2:13][O:14][CH3:15])[CH:6]=[C:7]([F:9])[CH:8]=1.C([O:19][CH:20]=[C:21]([C:27](OCC)=O)[C:22]([O:24][CH2:25][CH3:26])=[O:23])C.[O-]CC.[Na+]>C(O)C>[F:2][C:3]1[CH:4]=[C:5]([C:10]2[N:11]([CH2:12][CH2:13][O:14][CH3:15])[C:20](=[O:19])[C:21]([C:22]([O:24][CH2:25][CH3:26])=[O:23])=[CH:27][N:16]=2)[CH:6]=[C:7]([F:9])[CH:8]=1 |f:0.1,3.4|. Procedure: To a stirred solution of 3,5-difluoro-N-(2-methoxyethyl)benzenecarboximidamide hydrochloride (1:1 (i.e. the product from Example 9, Step B) (24.3 mmol) in ethanol (25 mL) was added diethyl ethoxymethylenemalonate (5.25 g, 24.3 mmol) followed by sodium ethoxide (21% soln) (9.1 mL, 24.3 mmol). The reaction mixture was heated and stirred at reflux for 24 h. The reaction mixture was cooled to room temperature concentrated under reduced pressure. The residue was purified by column chromatography elut...